From a dataset of the Open Reaction Database (ORD), a public repository of structured organic reaction records. describe an organic reaction: reactants, conditions, products, and yield Starting materials: C#C (acetylene), FC1=CC=C(C=O)C=C1 (p-fluorobenzaldehyde), solution, C(CCC)[Li] (n-butyl lithium). Run in O1CCCC1 (tetrahydrofuran), O1CCCC1 (tetrahydrofuran), O1CCCC1 (tetrahydrofuran). Conditions: temperature -72 celsius, time 30 minute. Yields the product OC(C#C)C1=CC=C(C=C1)F (1-hydroxy-1-(p-fluorophenyl)-2-propyne). The yield is 68.3%. RXN SMILES: C#C.[CH2:3]([Li])[CH2:4]CC.[F:8][C:9]1[CH:16]=[CH:15][C:12]([CH:13]=[O:14])=[CH:11][CH:10]=1>O1CCCC1>[OH:14][CH:13]([C:12]1[CH:15]=[CH:16][C:9]([F:8])=[CH:10][CH:11]=1)[C:3]#[CH:4]. Procedure: A 200 ml. volume of dry tetrahydrofuran was cooled to -60° C. in a dry ice/acetone bath and then acetylene gas was passed into the solvent until 8.0 g (0.307 mole) had dissolved. The resulting solution was then added to a second 200 ml. portion of dry tetrahydrofuran cooled to -70° C. in a flame-dried 1-liter three-necked, round bottomed reaction flask equipped with magnetic stirrer, addition funnel and nitrogen inlet tube to provide a dry nitrogen atmosphere. To this solution, there was then sl... RXN SMILES: Cl[C:2]1[CH:3]=[C:4]2[CH:10]=[CH:9][S:8][C:5]2=[CH:6][N:7]=1.C(=[NH:24])(C1C=CC=CC=1)C1C=CC=CC=1.CC(C)([O-])C.[Na+].CC1(C)C2C(=C(P(C3C=CC=CC=3)C3C=CC=CC=3)C=CC=2)OC2C(P(C3C=CC=CC=3)C3C=CC=CC=3)=CC=CC1=2.Cl>O.C1C=CC(/C=C/C(/C=C/C2C=CC=CC=2)=O)=CC=1.C1C=CC(/C=C/C(/C=C/C2C=CC=CC=2)=O)=CC=1.C1C=CC(/C=C/C(/C=C/C2C=CC=CC=2)=O)=CC=1.[Pd].[Pd].C1(C)C=CC=CC=1>[S:8]1[C:5]2=[CH:6][N:7]=[C:2]([NH2:24])[CH:3]=[C:4]2[CH:10]=[CH:9]1 |f:2.3,7.8.9.10.11|. Product: S1C=CC=2C1=CN=C(C2)N (thieno[2,3-c]pyridin-5-amine). Reported procedure: A mixture of 5-chlorothieno[2,3-c]pyridine (685 mg, 4.00 mmol), benzophenone imine (1.03 mL, 6.00 mmol), sodium tert-butoxide (595 mg, 6.00 mmol), Xantphos (358 mg, 0.600 mmol), tris(dibenzylideneacetone)dipalladium(0) (185 mg, 0.200 mmol) and toluene (40 mL) was heated at 120° C. under a nitrogen atmosphere for 3 h. After cooling, the reaction mixture was partitioned between EtOAc (50 mL) and water (50 mL). The aqueous layer was extracted with EtOAc (50 mL). The combined organic fractions were ... Reagents/catalysts: C=1C=CC(=CC1)/C=C/C(=O)/C=C/C2=CC=CC=C2.C=1C=CC(=CC1)/C=C/C(=O)/C=C/C2=CC=CC=C2.C=1C=CC(=CC1)/C=C/C(=O)/C=C/C2=CC=CC=C2.[Pd].[Pd] (tris(dibenzylideneacetone)dipalladium(0)). Solvent: O (water), C1(=CC=CC=C1)C (toluene). The reactants are Cl (hydrochloric acid), ClC=1C=C2C(=CN1)SC=C2 (5-chlorothieno[2,3-c]pyridine), C(C1=CC=CC=C1)(C1=CC=CC=C1)=N (benzophenone imine), CC(C)([O-])C.[Na+] (sodium tert-butoxide), CC1(C2=C(C(=CC=C2)P(C3=CC=CC=C3)C4=CC=CC=C4)OC5=C(C=CC=C51)P(C6=CC=CC=C6)C7=CC=CC=C7)C (Xantphos). Yield: 69.9%. Run at temperature 120 celsius, time 1 hour. Reactants: N(=C=S)C1=C2C=C(N=CC2=CC=C1)CCC (5-Isothiocyanato-3-propylisoquinoline), OCCC1NCC2=CC=CC=C2C1 ((RS)-3-(2-hydroxyethyl)-1,2,3,4-tetrahydroisoquinoline). Run in C(C)O (ethanol). Conditions: temperature 20 celsius, time 20 hour. Yields the product OCCC1N(CC2=CC=CC=C2C1)C(NC1=C2C=C(N=CC2=CC=C1)CCC)=S ((RS)-3-(2-Hydroxyethyl)-N-(3-propylisoquinol-5-yl)-1,2,3,4-tetrahydroisoquinoline-2-carbothioamide). Isolated yield 71.3%. As a reaction SMILES: [N:1]([C:4]1[CH:13]=[CH:12][CH:11]=[C:10]2[C:5]=1[CH:6]=[C:7]([CH2:14][CH2:15][CH3:16])[N:8]=[CH:9]2)=[C:2]=[S:3].[OH:17][CH2:18][CH2:19][CH:20]1[CH2:29][C:28]2[C:23](=[CH:24][CH:25]=[CH:26][CH:27]=2)[CH2:22][NH:21]1>C(O)C>[OH:17][CH2:18][CH2:19][CH:20]1[CH2:29][C:28]2[C:23](=[CH:24][CH:25]=[CH:26][CH:27]=2)[CH2:22][N:21]1[C:2](=[S:3])[NH:1][C:4]1[CH:13]=[CH:12][CH:11]=[C:10]2[C:5]=1[CH:6]=[C:7]([CH2:14][CH2:15][CH3:16])[N:8]=[CH:9]2. Procedure: 5-Isothiocyanato-3-propylisoquinoline (4.5 g) is added to a solution of (RS)-3-(2-hydroxyethyl)-1,2,3,4-tetrahydroisoquinoline (3.5 g) in absolute ethanol (35 cc). After stirring for 20 hours at a temperature of about 20° C., the crystals which have appeared are filtered off and then washed with ethanol (2×2 cc). (RS)-3-(2-Hydroxyethyl)-N-(3-propylisoquinol-5-yl)-1,2,3,4-tetrahydroisoquinoline-2-carbothioamide (5.7 g) is thus obtained; after recrystallisation from propanol (50 cc), it melts at 1...